From a dataset of the Open Reaction Database (ORD), a public repository of structured organic reaction records. describe an organic reaction: reactants, conditions, products, and yield The reactants are CN(C)CC1(CCOCC1)C1=CC=C(C=C1)O (4-(4-Dimethylaminomethyl-tetrahydro-pyran-4-yl)-phenol), Cl.C(C1=CC=CC=C1)(C1=CC=CC=C1)N1CC(C1)CCl (1-benzhydryl-3-chloromethyl-azetidine hydrochloride), CN(C=O)C (N,N-dimethylformamide), C([O-])([O-])=O.[K+].[K+] (potassium carbonate). The solvent is C(C)(=O)OCC (ethyl acetate). Yields the product C(C1=CC=CC=C1)(C1=CC=CC=C1)N1CC(C1)COC1=CC=C(C=C1)C1(CCOCC1)CN(C)C (1-[4-(4-{[1-benzhydrylazetidin-3-yl]methoxy}phenyl)tetrahydro-2H-pyran-4-yl]-N,N-dimethylmethanamine). Yield: 75.4%. RXN SMILES: [CH3:1][N:2]([CH2:4][C:5]1([C:11]2[CH:16]=[CH:15][C:14]([OH:17])=[CH:13][CH:12]=2)[CH2:10][CH2:9][O:8][CH2:7][CH2:6]1)[CH3:3].Cl.[CH:19]([N:32]1[CH2:35][CH:34]([CH2:36]Cl)[CH2:33]1)([C:26]1[CH:31]=[CH:30][CH:29]=[CH:28][CH:27]=1)[C:20]1[CH:25]=[CH:24][CH:23]=[CH:22][CH:21]=1.CN(C)C=O.C(=O)([O-])[O-].[K+].[K+]>C(OCC)(=O)C>[CH:19]([N:32]1[CH2:35][CH:34]([CH2:36][O:17][C:14]2[CH:15]=[CH:16][C:11]([C:5]3([CH2:4][N:2]([CH3:1])[CH3:3])[CH2:6][CH2:7][O:8][CH2:9][CH2:10]3)=[CH:12][CH:13]=2)[CH2:33]1)([C:26]1[CH:27]=[CH:28][CH:29]=[CH:30][CH:31]=1)[C:20]1[CH:21]=[CH:22][CH:23]=[CH:24][CH:25]=1 |f:1.2,4.5.6|. Procedure details: 4-(4-Dimethylaminomethyl-tetrahydro-pyran-4-yl)-phenol (1.15 g, 5.65 mmol), 1-benzhydryl-3-chloromethyl-azetidine hydrochloride (1.58 g, 5.13 mmol), N,N-dimethylformamide (32 ml) and potassium carbonate (2.84 g, 20.52 mmol) were reacted together according to general procedure B. The reaction mixture was diluted with ethyl acetate. The organic layer was washed with 2M sodium hydroxide (3×50 ml), brine (3×50 ml), dried over magnesium sulphate, filtered and concentrated in vacuo to provide 1-[4-(4-...